From a dataset of the Open Reaction Database (ORD), a public repository of structured organic reaction records. describe an organic reaction: reactants, conditions, products, and yield The product is COC(=O)c1ccc2c(C3CCCCC3)c(-c3ccccc3CNCCN(C)C)n(CCC(=O)O)c2c1. Starting materials: C1CCOC1, COC(=O)CCn1c(-c2ccccc2CNCCN(C)C)c(C2CCCCC2)c2ccc(C(=O)OC)cc21, [Li+], [OH-], O, O. As a reaction SMILES: [CH2:42]1[O:43][CH2:44][CH2:45][CH2:46]1.[CH:4]1([c:10]2[c:11](-[c:29]3[c:30]([CH2:35][NH:36][CH2:37][CH2:38][N:39]([CH3:40])[CH3:41])[cH:31][cH:32][cH:33][cH:34]3)[n:12]([CH2:23][CH2:24][C:25](=[O:26])[O:27][CH3:28])[c:13]3[cH:14][c:15]([C:19](=[O:20])[O:21][CH3:22])[cH:16][cH:17][c:18]23)[CH2:5][CH2:6][CH2:7][CH2:8][CH2:9]1.[Li+:3].[OH-:2].[OH2:1].[OH2:47]>>[CH:4]1([c:10]2[c:11](-[c:29]3[c:30]([CH2:35][NH:36][CH2:37][CH2:38][N:39]([CH3:40])[CH3:41])[cH:31][cH:32][cH:33][cH:34]3)[n:12]([CH2:23][CH2:24][C:25](=[O:26])[OH:27])[c:13]3[cH:14][c:15]([C:19](=[O:20])[O:21][CH3:22])[cH:16][cH:17][c:18]23)[CH2:5][CH2:6][CH2:7][CH2:8][CH2:9]1. Starting materials: BrC1=CC=C(C=C1)OC=1C(N(N=CC1N1C=NC=C1)C1=CC=C(C=C1)Cl)=O (4-(4-bromophenyl)oxy-2-(4-chlorophenyl)-5-(1H-imidazol-1-yl)-3(2H)-pyridazinone), C[Sn](C1=CC=NC=C1)(C)C (4-trimethylstannylpyridine), C(C)N(C(C)C)C(C)C (ethyldiisopropylamine). The reagents and catalysts are Cl[Pd]([P](C1=CC=CC=C1)(C2=CC=CC=C2)C3=CC=CC=C3)([P](C4=CC=CC=C4)(C5=CC=CC=C5)C6=CC=CC=C6)Cl (bis(triphenyl-phosphine)palladium dichloride). Solvent: CN(C=O)C (dimethylformamide). Product: ClC1=CC=C(C=C1)N1N=CC(=C(C1=O)OC1=CC=C(C=C1)C1=CC=NC=C1)N1C=NC=C1 (2-(4-Chlorophenyl)-5-(1H-imidazol-1-yl)-4-[4-(4-pyridinyl)phenoxy]-3(2H)-pyridazinone). RXN SMILES: Br[C:2]1[CH:7]=[CH:6][C:5]([O:8][C:9]2[C:10](=[O:27])[N:11]([C:20]3[CH:25]=[CH:24][C:23]([Cl:26])=[CH:22][CH:21]=3)[N:12]=[CH:13][C:14]=2[N:15]2[CH:19]=[CH:18][N:17]=[CH:16]2)=[CH:4][CH:3]=1.C[Sn](C)(C)[C:30]1[CH:35]=[CH:34][N:33]=[CH:32][CH:31]=1.C(N(C(C)C)C(C)C)C>CN(C)C=O.Cl[Pd](Cl)([P](C1C=CC=CC=1)(C1C=CC=CC=1)C1C=CC=CC=1)[P](C1C=CC=CC=1)(C1C=CC=CC=1)C1C=CC=CC=1>[Cl:26][C:23]1[CH:24]=[CH:25][C:20]([N:11]2[C:10](=[O:27])[C:9]([O:8][C:5]3[CH:6]=[CH:7][C:2]([C:30]4[CH:35]=[CH:34][N:33]=[CH:32][CH:31]=4)=[CH:3][CH:4]=3)=[C:14]([N:15]3[CH:19]=[CH:18][N:17]=[CH:16]3)[CH:13]=[N:12]2)=[CH:21][CH:22]=1 |^1:54,73|. Procedure: 1.5 mmol of 4-(4-bromophenyl)oxy-2-(4-chlorophenyl)-5-(1H-imidazol-1-yl)-3(2H)-pyridazinone, 2.1 mmol of 4-trimethylstannylpyridine, 0.1 mmol of bis(triphenyl-phosphine)palladium dichloride and 1.3 mmol of ethyldiisopropylamine in 5 ml of dimethylformamide are heated at 100° C. for 5 hours. The solvent is removed in a rotary evaporator, and the residue is purified by chromatography on silica gel (elution with ethyl, acetate/methanol mixtures). 0.3 g (45% of theory) is obtained of m.p. 188° C. Reactants: FC=1C=C(C=C(C1)F)C#CCBr ([3-(3,5-Bis(fluoro)phenyl)-prop-2-ynyl]-bromide), N-butyl lithium, CC1=CC=CC(=N1)S(=O)(=O)C1C(NC(S1)=O)=O (5-(6-methyl-pyridine-2-sulfonyl)-thiazolidine-2,4-dione), N1=C(C=CC2=CC=CC=C12)S(=O)(=O)C1C(NC(S1)=O)=O (5-(Quinoline-2-sulfonyl)-thiazolidine-2,4-dione), [Cl-].[NH4+] (ammonium chloride). Run in C1CCOC1 (THF), C1CCOC1 (THF). Reaction conditions: time 16 hour. Product: ClC1=CC=C(C=C1)C#CCC1(C(NC(S1)=O)=O)S(=O)(=O)C1=NC(=CC=C1)C (5-[3-(4-Chlorophenyl)-prop-2-ynyl]-5-(6-methyl-pyridine-2-sulfonyl)-thiazolidine-2,4-dione). Isolated yield 39.0%. As a reaction SMILES: [CH3:1][C:2]1[N:7]=[C:6]([S:8]([CH:11]2[S:15][C:14](=[O:16])[NH:13][C:12]2=[O:17])(=[O:10])=[O:9])[CH:5]=[CH:4][CH:3]=1.N1[C:27]2[C:22](=[CH:23][CH:24]=[CH:25][CH:26]=2)[CH:21]=[CH:20][C:19]=1S(C1SC(=O)NC1=O)(=O)=O.FC1C=C(C#CCBr)C=C(F)C=1.[Cl-:50].[NH4+]>C1COCC1>[Cl:50][C:25]1[CH:26]=[CH:27][C:22]([C:21]#[C:20][CH2:19][C:11]2([S:8]([C:6]3[CH:5]=[CH:4][CH:3]=[C:2]([CH3:1])[N:7]=3)(=[O:10])=[O:9])[S:15][C:14](=[O:16])[NH:13][C:12]2=[O:17])=[CH:23][CH:24]=1 |f:3.4|. Procedure details: N-butyl lithium (2.5 M in hexanes, 2.77 mL, 6.93 mmol) was added to a solution of 5-(6-methyl-pyridine-2-sulfonyl)-thiazolidine-2,4-dione, [(V), from Example 90, 0.92 g, 3.38 mmol] in dry THF (30 mL) at -78° C. under a dry N2 atmosphere over a twenty minute period. A solution of [3-(4-chlorophenyl)-prop-2ynyl]-bromide [(IX), from Example 21, 3.53 g, 15.4 mmol] in dry THF (10 mL) was added over a 20 rain period. The reaction mixture was allowed to warm to room temperature. After 16 h, the reactio... The reactants are C([O-])([O-])=O.[Na+].[Na+] (sodium carbonate), FC1=NC=CC(=C1)B(O)O (2-fluoropyridin-4-ylboronic acid), BrC1=CC=2[C@]3(C4=CC(=CC=C4OC2C=C1)I)COCC(=N3)N ((S)-2′-bromo-7′-iodo-2,6-dihydrospiro[[1,4]oxazine-3,9′-xanthen]-5-amine). Reagents/catalysts: C=1C=CC(=CC1)[P](C=2C=CC=CC2)(C=3C=CC=CC3)[Pd]([P](C=4C=CC=CC4)(C=5C=CC=CC5)C=6C=CC=CC6)([P](C=7C=CC=CC7)(C=8C=CC=CC8)C=9C=CC=CC9)[P](C=1C=CC=CC1)(C=1C=CC=CC1)C=1C=CC=CC1 (Pd(PPh3)4). Solvent: O (water), COCCOC (DME), [Cl-].[Na+].O (brine). Reaction conditions: temperature 80 celsius, time 6 hour. Product: BrC1=CC=2[C@]3(C4=CC(=CC=C4OC2C=C1)C1=CC(=NC=C1)F)COCC(=N3)N ((R)-2′-bromo-7′-(2-fluoropyridin-4-yl)-2,6-dihydrospiro[[1,4]oxazine-3,9′-xanthen]-5-amine). As a reaction SMILES: C(=O)([O-])[O-].[Na+].[Na+].[F:7][C:8]1[CH:13]=[C:12](B(O)O)[CH:11]=[CH:10][N:9]=1.[Br:17][C:18]1[CH:31]=[CH:30][C:29]2[O:28][C:27]3[C:22](=[CH:23][C:24](I)=[CH:25][CH:26]=3)[C@@:21]3([N:37]=[C:36]([NH2:38])[CH2:35][O:34][CH2:33]3)[C:20]=2[CH:19]=1>COCCOC.O.[Cl-].[Na+].O.C1C=CC([P]([Pd]([P](C2C=CC=CC=2)(C2C=CC=CC=2)C2C=CC=CC=2)([P](C2C=CC=CC=2)(C2C=CC=CC=2)C2C=CC=CC=2)[P](C2C=CC=CC=2)(C2C=CC=CC=2)C2C=CC=CC=2)(C2C=CC=CC=2)C2C=CC=CC=2)=CC=1>[Br:17][C:18]1[CH:31]=[CH:30][C:29]2[O:28][C:27]3[C:22](=[CH:23][C:24]([C:12]4[CH:11]=[CH:10][N:9]=[C:8]([F:7])[CH:13]=4)=[CH:25][CH:26]=3)[C@@:21]3([N:37]=[C:36]([NH2:38])[CH2:35][O:34][CH2:33]3)[C:20]=2[CH:19]=1 |f:0.1.2,7.8.9,^1:52,54,73,92|. Reported procedure: In a microwave vial, sodium carbonate (0.094 g, 0.885 mmol), 2-fluoropyridin-4-ylboronic acid (0.048 g, 0.339 mmol), Pd(PPh3)4 (0.034 g, 0.030 mmol), and (S)-2′-bromo-7′-iodo-2,6-dihydrospiro[[1,4]oxazine-3,9′-xanthen]-5-amine (0.139 g, 0.295 mmol) were suspended in DME (2.5 mL) and water (0.5 mL). Argon gas was blown through the vessel which was sealed and heated in an 80° C. oil bath. After 6 h, the reaction mixture was diluted with brine (10 mL) and the aqueous phase was extracted with 7.5% M... Reactants: C(C1=CC=CC=C1)C1=C(CN(CC)C2=NC=C(C=C2)C(=O)OC)C=CC=C1 (Methyl 2-[N-(2-(benzyl)benzyl)-N-ethylamino]-5-pyridinecarboxylate), [OH-].[Na+] (sodium hydroxide). Solvent: C1CCOC1 (THF), CO (methanol). Conditions: time 8 hour. Yields the product C(C1=CC=CC=C1)C1=C(CN(CC)C2=NC=C(C=C2)C(=O)O)C=CC=C1 (2-[N-(2-(Benzyl)benzyl)-N-ethylamino]-5-pyridinecarboxylic acid). The yield is 92.4%. As a reaction SMILES: [CH2:1]([C:8]1[CH:27]=[CH:26][CH:25]=[CH:24][C:9]=1[CH2:10][N:11]([C:14]1[CH:19]=[CH:18][C:17]([C:20]([O:22]C)=[O:21])=[CH:16][N:15]=1)[CH2:12][CH3:13])[C:2]1[CH:7]=[CH:6][CH:5]=[CH:4][CH:3]=1.[OH-].[Na+]>C1COCC1.CO>[CH2:1]([C:8]1[CH:27]=[CH:26][CH:25]=[CH:24][C:9]=1[CH2:10][N:11]([C:14]1[CH:19]=[CH:18][C:17]([C:20]([OH:22])=[O:21])=[CH:16][N:15]=1)[CH2:12][CH3:13])[C:2]1[CH:7]=[CH:6][CH:5]=[CH:4][CH:3]=1 |f:1.2|. Procedure: Methyl 2-[N-(2-(benzyl)benzyl)-N-ethylamino]-5-pyridinecarboxylate (0.9 g, 2.5 mmol) in THF (6 ml) and methanol (6 ml) were treated with 1N aqueous sodium hydroxide (7 ml), and stirred at ambient temperature overnight. The clear solution was evaporated to low bulk, treated with water and glacial acetic acid to pH4. The resultant white precipitate was stirred for 15 minutes, filtered, washed well with water, then sucked dry to yield the title product as a white solid (0.8 g, 92%). Reactants: ice water, [H-].[Na+] (sodium hydride), ice water, C12(CC3CC(CC(C1)C3)C2)CO (1-adamantane methanol), FC1=C(C#N)C(=CC=C1)F (2,6-difluorobenzonitrile), ice water. The solvent is CN(C)C=O (DMF), CN(C)C=O (DMF), CN(C)C=O (DMF). Conditions: time 40 minute. The product is C12(CC3CC(CC(C1)C3)C2)COC2=C(C#N)C(=CC=C2)F (2-(adamantan-1-ylmethoxy)-6-fluorobenzonitrile). Yield: 94.4%. Reaction SMILES: [H-].[Na+].[C:3]12([CH2:13][OH:14])[CH2:12][CH:7]3[CH2:8][CH:9]([CH2:11][CH:5]([CH2:6]3)[CH2:4]1)[CH2:10]2.[F:15][C:16]1[CH:23]=[CH:22][CH:21]=[C:20](F)[C:17]=1[C:18]#[N:19]>CN(C=O)C>[C:3]12([CH2:13][O:14][C:20]3[CH:21]=[CH:22][CH:23]=[C:16]([F:15])[C:17]=3[C:18]#[N:19])[CH2:10][CH:9]3[CH2:8][CH:7]([CH2:6][CH:5]([CH2:11]3)[CH2:4]1)[CH2:12]2 |f:0.1|. Procedure: To a cold (ice water) suspension of sodium hydride (206 mg; 5.0 mmol) in anhydrous DMF (4 mL) is added a solution of 1-adamantane methanol (830 mg; 4.9 mmol) in anhydrous DMF (5 mL) over 10 minutes. After allowing to room temperature over 40 minutes, this solution is added to a cold (ice water) stirred solution of 2,6-difluorobenzonitrile (702 mg; 5.0 mmol) in anhydrous DMF (3 mL), and allowed to room temperature over 3 hours. The reaction mixture is poured into ice water with vigorous stirring ... Reactants: CN1N=CC=C1C=1C=C2CN(C(C2=CC1)=O)[C@H](CN1C(C2=CC=CC=C2C1=O)=O)CC1=CC(=CC(=C1)F)F (2-[(2S)-2-[5-(1-methyl-1H-pyrazol-5-yl)-1-oxo-1,3-dihydro-2H-isoindol-2-yl]-3-(3,5-di fluorophenyl)propyl]-1H-isoindole-1,3(2H)-dione), NN (hydrazine). Solvent: CO (methanol), O1CCCC1 (tetrahydrofuran). Reaction conditions: temperature 50 celsius, time 2 hour. Product: NC[C@H](CC1=CC(=CC(=C1)F)F)N1C(C2=CC=C(C=C2C1)C1=CC=NN1C)=O (2-[(1S)-2-amino-1-(3,5-difluorobenzyl)ethyl]-5-(1-methyl-1H-pyrazol-5-yl)isoindolin-1-one). Isolated yield 38.9%. RXN SMILES: [CH3:1][N:2]1[C:6]([C:7]2[CH:8]=[C:9]3[C:13](=[CH:14][CH:15]=2)[C:12](=[O:16])[N:11]([C@@H:17]([CH2:30][C:31]2[CH:36]=[C:35]([F:37])[CH:34]=[C:33]([F:38])[CH:32]=2)[CH2:18][N:19]2C(=O)C4C(=CC=CC=4)C2=O)[CH2:10]3)=[CH:5][CH:4]=[N:3]1.NN>CO.O1CCCC1>[NH2:19][CH2:18][C@@H:17]([N:11]1[CH2:10][C:9]2[C:13](=[CH:14][CH:15]=[C:7]([C:6]3[N:2]([CH3:1])[N:3]=[CH:4][CH:5]=3)[CH:8]=2)[C:12]1=[O:16])[CH2:30][C:31]1[CH:32]=[C:33]([F:38])[CH:34]=[C:35]([F:37])[CH:36]=1. Reported procedure: The product of Step D (0.72 g, 1.41 mmol) was dissolved in methanol (4 mL) and tetrahydrofuran (4 mL). To the resulting solution was added hydrazine (2 mL, 60 mmol). The solution was stirred at 50° C. for 2 h. The reaction mixture was concentrated under reduced pressure and the residue was purified by combi-flash chromatography eluting with MeOH/EtOAc (20-60%). The product was further purified by prep.-LC/MS (pH=10). The purification afforded 210 mg (39.0% yield) of the final product as a white ...